Dataset: the Open Reaction Database (ORD), a public repository of structured organic reaction records. Task: describe an organic reaction: reactants, conditions, products, and yield Starting materials: CI (methyl iodide), S1C(=CC=C1)CC(=O)OC (methyl 2-(thiophen-2-yl)acetate), [H-].[Na+] (sodium hydride). The solvent is C1CCOC1 (THF), C1CCOC1 (THF), C1CCOC1 (THF). Reaction conditions: temperature -30 celsius, time 1 hour. The product is S1C(=CC=C1)C(C(=O)OC)C (methyl 2-(thiophen-2-yl)propanoate). Isolated yield 41.7%. Reaction SMILES: [S:1]1[CH:5]=[CH:4][CH:3]=[C:2]1[CH2:6][C:7]([O:9][CH3:10])=[O:8].[H-].[Na+].[CH3:13]I>C1COCC1>[S:1]1[CH:5]=[CH:4][CH:3]=[C:2]1[CH:6]([CH3:13])[C:7]([O:9][CH3:10])=[O:8] |f:1.2|. Procedure: A solution of methyl 2-(thiophen-2-yl)acetate (4.90 g, 31.4 mmol) in THF (25 ml) was added dropwise to a suspension of sodium hydride (1.20 g, 31.4 mmol, 60%) in THF (25 ml) at −50° C. under an atmosphere of nitrogen. After the reaction mixture was stirred for 1 h, methyl iodide was added (1.76 ml, 28.2 mmol) as solution in THF (25 ml) slowly at −50° C. over a period of 15 min. The reaction mixture was warmed up to −30° C. and continued to stir for another 2 h. It was quenched with aqueous ammon...